Dataset: the Open Reaction Database (ORD), a public repository of structured organic reaction records. Task: describe an organic reaction: reactants, conditions, products, and yield Starting materials: ClC1=CC(=C(C#N)C=C1)NC(=O)OCC (4-chloro-2-(ethoxycarbonylamino)benzonitrile), Br.BrCC(=O)C1=CC=NC=C1 (4-(bromoacetyl)pyridine hydrobromide), Taurins. Product: NC1=C(N(C2=CC(=CC=C12)Cl)C(=O)OCC)C(C1=CC=NC=C1)=O (3-Amino-6-chloro-1-(ethoxycarbonyl)-2-(isonicotinoyl)indole). RXN SMILES: [Cl:1][C:2]1[CH:9]=[CH:8][C:5]([C:6]#[N:7])=[C:4]([NH:10][C:11]([O:13][CH2:14][CH3:15])=[O:12])[CH:3]=1.Br.Br[CH2:18][C:19]([C:21]1[CH:26]=[CH:25][N:24]=[CH:23][CH:22]=1)=[O:20]>>[NH2:7][C:6]1[C:5]2[C:4](=[CH:3][C:2]([Cl:1])=[CH:9][CH:8]=2)[N:10]([C:11]([O:13][CH2:14][CH3:15])=[O:12])[C:18]=1[C:19](=[O:20])[C:21]1[CH:26]=[CH:25][N:24]=[CH:23][CH:22]=1 |f:1.2|. Procedure details: The title compound was prepared according to the procedure described in step 2 of Example 1 from 4-chloro-2-(ethoxycarbonylamino)benzonitrile (Example 1, step 1) and 4-(bromoacetyl)pyridine hydrobromide (A. Taurins and A. Blage, J. Heterocycl. Chem., 1970, 7, 1137-1141). 1H-NMR (CDCl3) δ: 8.75-8.73 (2H, m), 8.24 (1H, d, J=1.5 Hz), 7.57-7.54 (3H, m), 7.33 (1H, dd, J=1.8, 8.4 Hz), 6.04 (2H, br s), 3.82 (2H, q, J=7.0 Hz), 0.93 (3H, t, J=7.0 Hz)